Dataset: the Open Reaction Database (ORD), a public repository of structured organic reaction records. Task: describe an organic reaction: reactants, conditions, products, and yield Yields the product CC(C)(C)OC(=O)C1CCCN1CC(O)C(Cc1ccccc1)NC(=O)C(CC(N)=O)NC(=O)c1ccc2ccccc2c1. The reactants are CC(C)(C)OC(=O)C1CCCN1CC(O)C(Cc1ccccc1)NC(=O)C(N)CC(N)=O, CCN(C(C)C)C(C)C, ClCCl, O=C(Cl)c1ccc2ccccc2c1. As a reaction SMILES: [C:1]([CH3:2])([CH3:3])([CH3:4])[O:5][C:6]([CH:7]1[N:8]([CH2:12][CH:13]([CH:14]([CH2:15][c:16]2[cH:17][cH:18][cH:19][cH:20][cH:21]2)[NH:22][C:23]([CH:24]([NH2:25])[CH2:26][C:27]([NH2:28])=[O:29])=[O:30])[OH:31])[CH2:9][CH2:10][CH2:11]1)=[O:32].[CH:46]([N:47]([CH:48]([CH3:49])[CH3:50])[CH2:51][CH3:52])([CH3:53])[CH3:54].[Cl:55][CH2:56][Cl:57].[cH:33]1[c:34]([C:43](=[O:44])[Cl:45])[cH:35][cH:36][c:37]2[cH:38][cH:39][cH:40][cH:41][c:42]12>>[C:1]([CH3:2])([CH3:3])([CH3:4])[O:5][C:6]([CH:7]1[N:8]([CH2:12][CH:13]([CH:14]([CH2:15][c:16]2[cH:17][cH:18][cH:19][cH:20][cH:21]2)[NH:22][C:23]([CH:24]([NH:25][C:43]([c:34]2[cH:33][c:42]3[c:37]([cH:36][cH:35]2)[cH:38][cH:39][cH:40][cH:41]3)=[O:44])[CH2:26][C:27]([NH2:28])=[O:29])=[O:30])[OH:31])[CH2:9][CH2:10][CH2:11]1)=[O:32].